From a dataset of the Open Reaction Database (ORD), a public repository of structured organic reaction records. describe an organic reaction: reactants, conditions, products, and yield Reactants: CCN(C(C)C)C(C)C (Huenig's base), FC(C1=CC=C(C=C1)S(=O)(=O)Cl)(F)F (4-(Trifluoromethyl)benzenesulfonyl chloride), Cl.C(C)N(C(CCCC[C@@H]1CC[C@H](CC1)NC)=O)CC (trans-5-(4-Methylamino-cyclohexyl)-pentanoic acid diethylamide. hydrochloride), CCN(C(C)C)C(C)C (Huenig's base), FC(C1=CC=C(C=C1)S(=O)(=O)Cl)(F)F (4-(Trifluoromethyl)benzenesulfonyl chloride). The reagents and catalysts are CN(C)C=1C=CN=CC1 (DMAP), CN(C)C=1C=CN=CC1 (DMAP). Run in C(Cl)Cl (CH2Cl2), C(Cl)Cl (CH2Cl2), C(Cl)Cl (CH2Cl2). Conditions: time 3 hour. The product is C(C)N(C(CCCC[C@@H]1CC[C@H](CC1)N(S(=O)(=O)C1=CC=C(C=C1)C(F)(F)F)C)=O)CC (trans-5-{4-[Methyl-(4-trifluoromethyl-benzenesulfonyl)-amino]-cyclohexyl}-pentanoic acid diethylamide). Isolated yield 85.5%. Reaction SMILES: Cl.[CH2:2]([N:4]([CH2:19][CH3:20])[C:5](=[O:18])[CH2:6][CH2:7][CH2:8][CH2:9][C@H:10]1[CH2:15][CH2:14][C@H:13]([NH:16][CH3:17])[CH2:12][CH2:11]1)[CH3:3].CCN(C(C)C)C(C)C.[F:30][C:31]([F:43])([F:42])[C:32]1[CH:37]=[CH:36][C:35]([S:38](Cl)(=[O:40])=[O:39])=[CH:34][CH:33]=1>C(Cl)Cl.CN(C1C=CN=CC=1)C>[CH2:19]([N:4]([CH2:2][CH3:3])[C:5](=[O:18])[CH2:6][CH2:7][CH2:8][CH2:9][C@H:10]1[CH2:11][CH2:12][C@H:13]([N:16]([CH3:17])[S:38]([C:35]2[CH:34]=[CH:33][C:32]([C:31]([F:30])([F:42])[F:43])=[CH:37][CH:36]=2)(=[O:40])=[O:39])[CH2:14][CH2:15]1)[CH3:20] |f:0.1|. Reported procedure: 0.8 g (2.6 mmol) trans-5-(4-Methylamino-cyclohexyl)-pentanoic acid diethylamide. hydrochloride in 20 ml CH2Cl2 was treated with 1.1 ml (6.3 mmol, 2.4 eq) Huenig's base, 706 mg (2.9 mmol, 1.1 eq) 4-(Trifluoromethyl)benzenesulfonyl chloride in 10 ml CH2Cl2 and 32 mg (0.26 mmol, 0.1 eq) DMAP. The solution was stirred at RT over night. Additonal 1.1 ml (6.3 mmol) Huenig's base, 706 mg (2.9 mmol) 4-(Trifluoromethyl)benzenesulfonyl chloride in 10 ml CH2Cl2 and 32 mg (0.26 mmol) DMAP were added and sti... The reactants are C(C)N(CC)S(F)(F)F (diethylaminosulfur trifluoride), C([O-])(O)=O.[Na+] (sodium bicarbonate), COC(CC\C=C/CC[C@H]1[C@H](C[C@H]([C@@H]1\C=C\[C@H](C(CCCC)(CC)CC)OC1OCCCC1)OC1OCCCC1)O)=O ((4Z,13E)-(9S,11R,15R)-9-hydroxy-16,16-diethyl-11,15-bis-(tetrahydropyran-2-yloxy)-4,13-prostadienoic acid methyl ester). Solvent: C(Cl)Cl (methylene chloride), N1=CC=CC=C1 (pyridine). Run at temperature -70 celsius, time 3.5 hour. The product is COC(CC\C=C/CC[C@H]1[C@@H](C[C@H]([C@@H]1\C=C\[C@H](C(CCCC)(C)C)O)O)F)=O ((4Z,13E)-(9R,11R,15R)-9-fluoro-11,15-dihydroxy-16,16-dimethyl-4,13-prostadienoic acid methyl ester). Reaction SMILES: C(N(S(F)(F)[F:7])CC)C.[CH3:10][O:11][C:12](=[O:51])[CH2:13][CH2:14]/[CH:15]=[CH:16]\[CH2:17][CH2:18][C@@H:19]1[C@@H:23](/[CH:24]=[CH:25]/[C@@H:26]([O:36]C2CCCCO2)[C:27]([CH2:34]C)([CH2:32]C)[CH2:28][CH2:29][CH2:30][CH3:31])[C@H:22]([O:43]C2CCCCO2)[CH2:21][C@@H:20]1O.C(=O)(O)[O-].[Na+]>C(Cl)Cl.N1C=CC=CC=1>[CH3:10][O:11][C:12](=[O:51])[CH2:13][CH2:14]/[CH:15]=[CH:16]\[CH2:17][CH2:18][C@@H:19]1[C@@H:23](/[CH:24]=[CH:25]/[C@@H:26]([OH:36])[C:27]([CH3:34])([CH3:32])[CH2:28][CH2:29][CH2:30][CH3:31])[C@H:22]([OH:43])[CH2:21][C@H:20]1[F:7] |f:2.3|. Procedure details: 0.56 ml of diethylaminosulfur trifluoride (DAST) is instilled in a solution of 2.05 g of (4Z,13E)-(9S,11R,15R)-9-hydroxy-16,16-diethyl-11,15-bis-(tetrahydropyran-2-yloxy)-4,13-prostadienoic acid methyl ester in 43 ml of methylene chloride and 1.1 ml of pyridine at -70° C. and stirred for 3.5 hours at -70° C. Then it is added to 200 ml of 5% sodium bicarbonate solution cooled to 0° C. and allowed to stir vigorously for 10 minutes. Then it is extracted several times with methylene chloride, the ex... The reactants are I.CC(CCN1N=C(C=C1NC(SC)=N)C)C (N[1-(3-methylbutyl)-3-methyl-5-pyrazolyl]-S-methyl isothiourea hydroiodide), C(CN)N (Ethylene diamine). The product is CC(CCN1N=C(C=C1NC=1NCCN1)C)C (2[1-(3-Methylbutyl)-3-methyl-5-pyrazolyl] amino-2-imidazoline). Procedure details: N[1-(3-methylbutyl)-3-methyl-5-pyrazolyl]-S-methyl isothiourea hydroiodide (29.0 g.) was suspended in 160 ml. n-propyl alcohol. Ethylene diamine (10.2 g.) was added and the solution was refluxed 18 hrs. The solvent was concentrated in vacuum and the residue was treated with KHCO3 in water. The resulting solid was recrystallized from CHCl3 -ether mixtures to obtain 14.3 g. product, mp 104°-106° C. The solvent is C(CC)O (n-propyl alcohol). RXN SMILES: I.[CH3:2][CH:3]([CH3:17])[CH2:4][CH2:5][N:6]1[C:10]([NH:11][C:12](=[NH:15])SC)=[CH:9][C:8]([CH3:16])=[N:7]1.[CH2:18](N)[CH2:19][NH2:20]>C(O)CC>[CH3:2][CH:3]([CH3:17])[CH2:4][CH2:5][N:6]1[C:10]([NH:11][C:12]2[NH:20][CH2:19][CH2:18][N:15]=2)=[CH:9][C:8]([CH3:16])=[N:7]1 |f:0.1|. Procedure details: 1m (30 mg, 0.13 mmol) and 4-(3-mercapto-phenyl)-tetrahydro-pyran-4-carbonitrile (1n, 35 mg, 0.11 mmol) were dissolved in 1,4-dioxane (4 mL) and degassed with N2 for 10 minutes. iPr2NEt (0.04 mL, 0.22 mmol), Pd2dba3 (catalytic), and 4,5-bis(diphenylphosphino)-9,9-dimethylxanthene (catalytic) were added, and the mixture was degassed with N2 for an additional 10 minutes. The reaction was heated to 80° C. overnight, then cooled to room temperature, concentrated, and purified by preparative HPLC to g... Reagents/catalysts: C=1C=CC(=CC1)/C=C/C(=O)/C=C/C2=CC=CC=C2.C=1C=CC(=CC1)/C=C/C(=O)/C=C/C2=CC=CC=C2.C=1C=CC(=CC1)/C=C/C(=O)/C=C/C2=CC=CC=C2.[Pd].[Pd] (Pd2dba3). Reaction SMILES: I[C:2]1[CH:3]=[C:4]2[C:9](=[CH:10][CH:11]=1)[N:8]1[CH:12]=[C:13]([CH3:15])[N:14]=[C:7]1[CH:6]=[CH:5]2.[SH:16][C:17]1[CH:18]=[C:19]([C:23]2([C:29]#[N:30])[CH2:28][CH2:27][O:26][CH2:25][CH2:24]2)[CH:20]=[CH:21][CH:22]=1.CCN(C(C)C)C(C)C.C1(P(C2C=CC=CC=2)C2C3OC4C(=CC=CC=4P(C4C=CC=CC=4)C4C=CC=CC=4)C(C)(C)C=3C=CC=2)C=CC=CC=1>O1CCOCC1.C1C=CC(/C=C/C(/C=C/C2C=CC=CC=2)=O)=CC=1.C1C=CC(/C=C/C(/C=C/C2C=CC=CC=2)=O)=CC=1.C1C=CC(/C=C/C(/C=C/C2C=CC=CC=2)=O)=CC=1.[Pd].[Pd]>[CH3:15][C:13]1[N:14]=[C:7]2[CH:6]=[CH:5][C:4]3[C:9](=[CH:10][CH:11]=[C:2]([S:16][C:17]4[CH:18]=[C:19]([C:23]5([C:29]#[N:30])[CH2:24][CH2:25][O:26][CH2:27][CH2:28]5)[CH:20]=[CH:21][CH:22]=4)[CH:3]=3)[N:8]2[CH:12]=1 |f:5.6.7.8.9|. Starting materials: IC=1C=C2C=CC=3N(C2=CC1)C=C(N3)C (7-Iodo-2-methyl-imidazo[1,2-a]quinoline), SC=1C=C(C=CC1)C1(CCOCC1)C#N (4-(3-mercapto-phenyl)-tetrahydro-pyran-4-carbonitrile), CCN(C(C)C)C(C)C (iPr2NEt), C1(=CC=CC=C1)P(C1=CC=CC=2C(C3=CC=CC(=C3OC12)P(C1=CC=CC=C1)C1=CC=CC=C1)(C)C)C1=CC=CC=C1 (4,5-bis(diphenylphosphino)-9,9-dimethylxanthene). Run in O1CCOCC1 (1,4-dioxane). Product: CC=1N=C2N(C3=CC=C(C=C3C=C2)SC=2C=C(C=CC2)C2(CCOCC2)C#N)C1 (4-[3-(2-Methyl-imidazo[1,2-a]quinolin-7-ylsulfanyl)-phenyl]-tetrahydro-pyran-4-carbonitrile). Run at temperature 80 celsius. Starting materials: C(=O)C=1C=C(OCCCN2C(C=3C(C2=O)=CC=CC3)=O)C=CC1 (N-[3-(3-formylphenoxy)propyl]phthalimide), C(CO)O (ethylene glycol). The reagents and catalysts are C1(=CC=C(C=C1)S(=O)(=O)O)C (p-toluenesulfonic acid). The solvent is C1=CC=CC=C1 (benzene). The product is O1C(OCC1)C=1C=C(OCCCN2C(C=3C(C2=O)=CC=CC3)=O)C=CC1 (N-{3-[3-(1,3-dioxolan-2-yl)phenoxy]propyl}phthalimide). Yield: 112.6%. As a reaction SMILES: [CH:1]([C:3]1[CH:4]=[C:5]([CH:21]=[CH:22][CH:23]=1)[O:6][CH2:7][CH2:8][CH2:9][N:10]1[C:14](=[O:15])[C:13]2=[CH:16][CH:17]=[CH:18][CH:19]=[C:12]2[C:11]1=[O:20])=[O:2].[CH2:24](O)[CH2:25][OH:26]>C1C=CC=CC=1.C1(C)C=CC(S(O)(=O)=O)=CC=1>[O:2]1[CH2:24][CH2:25][O:26][CH:1]1[C:3]1[CH:4]=[C:5]([CH:21]=[CH:22][CH:23]=1)[O:6][CH2:7][CH2:8][CH2:9][N:10]1[C:11](=[O:20])[C:12]2=[CH:19][CH:18]=[CH:17][CH:16]=[C:13]2[C:14]1=[O:15]. Procedure details: To a solution of N-[3-(3-formylphenoxy)propyl]phthalimide (92.8 g, 0.3 mole), ethylene glycol (44 mL, 0.8 mole) in benzene (1.5 L) was added 3 g of p-toluenesulfonic acid and the mixture was refluxed under a Dean-Stark trap for 14 hours. The cooled mixture was extracted with 100 mL of saturated aqueous sodium bicarbonate and then with 200 mL of saturated aqueous sodium chloride. The organic phase was dried and evaporated under reduced pressure to give 119.4 g of the title compound which crystall... Reactants: BrC1=C2C=CC(N(C2=CC(=C1)C=1CCN(CC1)C(C)(C)C)C1=C(C=CC=C1Cl)Cl)=O (5-bromo-7-(1-tert-butyl-1,2,3,6-tetrahydropyridin-4-yl)-1-(2,6-dichlorophenyl)quinolin-2(1H)-one), FC(C=1C=C(C=CC1)B(O)O)(F)F (3-trifluoromethylphenylboronic acid), C(=O)(C(F)(F)F)O (TFA). Product: C(C)(C)(C)N1CCC(CC1)C1=CC(=C2C=CC(N(C2=C1)C1=C(C=CC=C1Cl)Cl)=O)C1=CC=C(C=C1)F (7-(1-tert-Butylpiperidin-4-yl)-1-(2,6-dichlorophenyl)-5-(4-fluorophenyl)quinolin-2(1H)-one). RXN SMILES: Br[C:2]1[CH:11]=[C:10]([C:12]2[CH2:13][CH2:14][N:15]([C:18]([CH3:21])([CH3:20])[CH3:19])[CH2:16][CH:17]=2)[CH:9]=[C:8]2[C:3]=1[CH:4]=[CH:5][C:6](=[O:30])[N:7]2[C:22]1[C:27]([Cl:28])=[CH:26][CH:25]=[CH:24][C:23]=1[Cl:29].FC(F)(F)[C:33]1[CH:34]=[C:35](B(O)O)[CH:36]=[CH:37][CH:38]=1.C(O)(C(F)(F)[F:47])=O>>[C:18]([N:15]1[CH2:14][CH2:13][CH:12]([C:10]2[CH:9]=[C:8]3[C:3]([CH:4]=[CH:5][C:6](=[O:30])[N:7]3[C:22]3[C:27]([Cl:28])=[CH:26][CH:25]=[CH:24][C:23]=3[Cl:29])=[C:2]([C:38]3[CH:37]=[CH:36][C:35]([F:47])=[CH:34][CH:33]=3)[CH:11]=2)[CH2:17][CH2:16]1)([CH3:19])([CH3:21])[CH3:20]. Reported procedure: The title compound was prepared from 5-bromo-7-(1-tert-butyl-1,2,3,6-tetrahydropyridin-4-yl)-1-(2,6-dichlorophenyl)quinolin-2(1H)-one (INTERMEDIATE ABA5) and using 3-trifluoromethylphenylboronic acid as described in EXAMPLE ABA11. 1H NMR (CD3OD, 500 MHz) TFA salt: δ 1.358 (s, 9H), 1.780 (q, J=10.5, 12.8 Hz, 2H), 2.062 (d, J=15.6 Hz, 2H), 2.702 (m, 1H), 3.004 (t, J=13.0 Hz, 2H), 3.612 (d, J=13.0 Hz, 2H), 6.460 (s, 1H), 6.682 (d, J=10.2 Hz, 1H), 7.204 (s, 1H), 7.565 (t, J=8.8 Hz, 1H) 7.672-7.742 (...